The task is: describe an organic reaction: reactants, conditions, products, and yield. This data is from the Open Reaction Database (ORD), a public repository of structured organic reaction records. Starting materials: C=C1CCCCCC1 (methylenecycloheptane), BrCS(=O)(=O)Br (bromomethanesulfonyl bromide). Run in C(Cl)Cl (methylene chloride). Conditions: time 0.5 hour. The product is BrCS(=O)(=O)C=C1CCCCCC1 (bromomethanesulfonylmethylene cycloheptane). The yield is 87.5%. As a reaction SMILES: [CH2:1]=[C:2]1[CH2:8][CH2:7][CH2:6][CH2:5][CH2:4][CH2:3]1.[Br:9][CH2:10][S:11](Br)(=[O:13])=[O:12]>C(Cl)Cl>[Br:9][CH2:10][S:11]([CH:1]=[C:2]1[CH2:8][CH2:7][CH2:6][CH2:5][CH2:4][CH2:3]1)(=[O:13])=[O:12]. Reported procedure: A mixture of methylenecycloheptane (3.3 g) and bromomethanesulfonyl bromide (7.14 g) in methylene chloride (10 mL) was irradiated at -20° C. with an ultraviolet lamp for 1 hour. Evaporation of the solvent gave a solid which was washed with pentane. This solid (9.7 g) was dissolved in methylene chloride (150 mL), chilled in ice and treated dropwise with a solution of triethylamine (3.3 g) in methylene chloride (20 mL). The reaction mixture was stirred for 0.5 hours, washed with dilute HCl and wat...